From a dataset of the Open Reaction Database (ORD), a public repository of structured organic reaction records. describe an organic reaction: reactants, conditions, products, and yield Reactants: C(C)OC(C(C(=O)O)CC1=CC=CC=C1)=O (Benzylmalonic acid monoethyl ester), N1CCCCC1 (piperidine), C=O (paraformaldehyde). The solvent is N1=CC=CC=C1 (pyridine). Reaction conditions: temperature 130 celsius. Yields the product C(C)OC(C(=C)CC1=CC=CC=C1)=O (2-benzyl-2-propenoic acid ethyl ester). Yield: 84.7%. Reaction SMILES: [CH2:1]([O:3][C:4](=[O:16])[CH:5]([CH2:9][C:10]1[CH:15]=[CH:14][CH:13]=[CH:12][CH:11]=1)[C:6](O)=O)[CH3:2].N1CCCCC1.C=O>N1C=CC=CC=1>[CH2:1]([O:3][C:4](=[O:16])[C:5]([CH2:9][C:10]1[CH:15]=[CH:14][CH:13]=[CH:12][CH:11]=1)=[CH2:6])[CH3:2]. Procedure: Benzylmalonic acid monoethyl ester (8.0 g, 36 mmol), 7 mL of pyridine, 0.36 mL (3.6 mmol) of piperidine, and 1.06 g (35 mmol) of paraformaldehyde is refluxed under nitrogen for 1.5 hours in an oil bath maintained at 130° C. After cooling for 0.5 hours the mixture is partitioned between 100 mL of water and 100 mL of hexane. The aqueous phase is re-extracted with 50 mL of hexane. The organic phase is washed with aqueous 10% HCl, water, 1M sodium bicarbonate, and brine. It is dried over anhydrous s... Yields the product CNCC1Cc2cc(C(F)(F)F)cc(-c3cccc(F)c3)c2O1. RXN SMILES: [CH3:2][c:3]1[cH:4][cH:5][c:6]([S:7]([O:8][CH2:13][CH:14]2[O:15][c:16]3[c:17]([cH:19][c:20]([C:30]([F:31])([F:32])[F:33])[cH:21][c:22]3-[c:23]3[cH:24][c:25]([F:29])[cH:26][cH:27][cH:28]3)[CH2:18]2)(=[O:9])=[O:10])[cH:11][cH:12]1.[CH3:34][NH2:35].[ClH:1]>>[CH2:13]([CH:14]1[O:15][c:16]2[c:17]([cH:19][c:20]([C:30]([F:31])([F:32])[F:33])[cH:21][c:22]2-[c:23]2[cH:24][c:25]([F:29])[cH:26][cH:27][cH:28]2)[CH2:18]1)[NH:35][CH3:34]. The reactants are Cc1ccc(S(=O)(=O)OCC2Cc3cc(C(F)(F)F)cc(-c4cccc(F)c4)c3O2)cc1, CN, Cl. The reactants are ClC1=CC=C(C=C1)S(=O)(=O)NCCCC(CCCC(=O)OC)CCC=1C=NC=CC1 (methyl 8-(p-chlorophenylsulfonamido)-5-[2-(3-pyridyl)ethyl]-octanoate), [OH-].[Na+] (sodium hydroxide). The solvent is O1CCOCC1 (dioxane). Run at time 16 hour. Product: ClC1=CC=C(C=C1)S(=O)(=O)NCCCC(CCCC(=O)O)CCC=1C=NC=CC1 (8-(p-chlorophenylsulfonamido)-5-[2-(3-pyridyl)ethyl]-octanoic acid). RXN SMILES: [Cl:1][C:2]1[CH:7]=[CH:6][C:5]([S:8]([NH:11][CH2:12][CH2:13][CH2:14][CH:15]([CH2:23][CH2:24][C:25]2[CH:26]=[N:27][CH:28]=[CH:29][CH:30]=2)[CH2:16][CH2:17][CH2:18][C:19]([O:21]C)=[O:20])(=[O:10])=[O:9])=[CH:4][CH:3]=1.[OH-].[Na+]>O1CCOCC1>[Cl:1][C:2]1[CH:3]=[CH:4][C:5]([S:8]([NH:11][CH2:12][CH2:13][CH2:14][CH:15]([CH2:23][CH2:24][C:25]2[CH:26]=[N:27][CH:28]=[CH:29][CH:30]=2)[CH2:16][CH2:17][CH2:18][C:19]([OH:21])=[O:20])(=[O:9])=[O:10])=[CH:6][CH:7]=1 |f:1.2|. Reported procedure: A mixture of 0.083 g (0.18 mmol) of methyl 8-(p-chlorophenylsulfonamido)-5-[2-(3-pyridyl)ethyl]-octanoate (example 8), 2 ml dioxane and 0.4 ml (0.4 mmol) 1N aqueous sodium hydroxide is stirred for 16 h at room temperature. The solvent is evaporated and the residue taken up in water and the pH is adjusted to 5. The aqueous mixture is then extracted with methylene chloride (4×10 ml). Combined organic extract is dried (MgSO4), filtered and evaporated to give an oil which is crystallized from ether ... Starting materials: C(C)(=O)OC[C@H]1N=C(C2=CC(=C(C=C2C1)OC)OC)C1=CC(=NC=C1)N1C(C2=CC=CC=C2C(=N1)C=1C=NC=CC1)=O ((3S)-4-(3-Acetoxymethyl-3,4-dihydro-6,7-dimethoxyisoquinolin-1-yl)-2-[4-(3-pyridyl)phthalazin-1(2H)-on-2-yl]pyridine), [OH-].[Li+] (lithium hydroxide). Solvent: CO (methanol), O1CCCC1 (tetrahydrofuran). Reaction conditions: time 15 minute. Yields the product OC[C@H]1N=C(C2=CC(=C(C=C2C1)OC)OC)C1=CC(=NC=C1)N1C(C2=CC=CC=C2C(=N1)C=1C=NC=CC1)=O ((3S)-4-(3,4-dihydro-3-hydroxymethyl-6,7-dimethoxyisoquinolin-1-yl)-2-[4-(3-pyridyl)phthalazin-1(2H)-on-2-yl]pyridine). Isolated yield 62.2%. Reaction SMILES: C([O:4][CH2:5][C@@H:6]1[CH2:15][C:14]2[C:9](=[CH:10][C:11]([O:18][CH3:19])=[C:12]([O:16][CH3:17])[CH:13]=2)[C:8]([C:20]2[CH:25]=[CH:24][N:23]=[C:22]([N:26]3[N:35]=[C:34]([C:36]4[CH:37]=[N:38][CH:39]=[CH:40][CH:41]=4)[C:33]4[C:28](=[CH:29][CH:30]=[CH:31][CH:32]=4)[C:27]3=[O:42])[CH:21]=2)=[N:7]1)(=O)C.[OH-].[Li+]>CO.O1CCCC1>[OH:4][CH2:5][C@@H:6]1[CH2:15][C:14]2[C:9](=[CH:10][C:11]([O:18][CH3:19])=[C:12]([O:16][CH3:17])[CH:13]=2)[C:8]([C:20]2[CH:25]=[CH:24][N:23]=[C:22]([N:26]3[N:35]=[C:34]([C:36]4[CH:37]=[N:38][CH:39]=[CH:40][CH:41]=4)[C:33]4[C:28](=[CH:29][CH:30]=[CH:31][CH:32]=4)[C:27]3=[O:42])[CH:21]=2)=[N:7]1 |f:1.2|. Reported procedure: (3S)-4-(3-Acetoxymethyl-3,4-dihydro-6,7-dimethoxyisoquinolin-1-yl)-2-[4-(3-pyridyl)phthalazin-1(2H)-on-2-yl]pyridine (400 mg) is suspended in a mixture of methanol (20 ml) and tetrahydrofuran (10 ml), and thereto is added dropwise a 1 M aqueous lithium hydroxide solution (1.43 ml) under ice-cooling. The mixture is stirred for 15 minutes under ice-cooling, and the mixture is reacted at room temperature for three hours. The reaction mixture is concentrated, and the water is added to the residue. T... Reactants: C([O-])([O-])=O.[K+].[K+] (potassium carbonate), known compound, C(CCCCCC)C=1C=NC(=NC1)C1=CC=C(C=C1)O (4-(5-heptyl-2-pyrimidyl)phenol), C(C(CBr)(CBr)CBr)Br (pentaerythrityl tetrabromide). Solvent: CS(=O)C (dimethyl sulfoxide). Run at temperature 80 celsius, time 16 hour. The product is C(CCCCCC)C=1C=NC(=NC1)C1=CC=C(C=C1)OCC(COC1=CC=C(C=C1)C1=NC=C(C=N1)CCCCCCC)(COC1=CC=C(C=C1)C1=NC=C(C=N1)CCCCCCC)COC1=CC=C(C=C1)C1=NC=C(C=N1)CCCCCCC (tetrakis[4-(5-heptyl-2-pyrimidyl)phenyloxymethyl]methane). As a reaction SMILES: [CH2:1]([C:8]1[CH:9]=[N:10][C:11]([C:14]2[CH:19]=[CH:18][C:17]([OH:20])=[CH:16][CH:15]=2)=[N:12][CH:13]=1)[CH2:2][CH2:3][CH2:4][CH2:5][CH2:6][CH3:7].[CH2:21](Br)[C:22]([CH2:27]Br)([CH2:25]Br)[CH2:23]Br.[C:30](=[O:33])([O-])[O-].[K+].[K+]>CS(C)=O>[CH2:1]([C:8]1[CH:13]=[N:12][C:11]([C:14]2[CH:15]=[CH:16][C:17]([O:20][CH2:21][C:22]([CH2:27][O:33][C:30]3[CH:18]=[CH:19][C:14]([C:11]4[N:12]=[CH:13][C:8]([CH2:1][CH2:2][CH2:3][CH2:4][CH2:5][CH2:6][CH3:7])=[CH:9][N:10]=4)=[CH:15][CH:16]=3)([CH2:25][O:20][C:17]3[CH:16]=[CH:15][C:14]([C:11]4[N:10]=[CH:9][C:8]([CH2:1][CH2:2][CH2:3][CH2:4][CH2:5][CH2:6][CH3:7])=[CH:13][N:12]=4)=[CH:19][CH:18]=3)[CH2:23][O:20][C:17]3[CH:16]=[CH:15][C:14]([C:11]4[N:10]=[CH:9][C:8]([CH2:1][CH2:2][CH2:3][CH2:4][CH2:5][CH2:6][CH3:7])=[CH:13][N:12]=4)=[CH:19][CH:18]=3)=[CH:18][CH:19]=2)=[N:10][CH:9]=1)[CH2:2][CH2:3][CH2:4][CH2:5][CH2:6][CH3:7] |f:2.3.4|. Reported procedure: ) 5.0 g of the known compound 4-(5-heptyl-2-pyrimidyl)phenol are dissolved in 70 ml of dimethyl sulfoxide together with 1.35 g of pentaerythrityl tetrabromide. 15 g of finely powdered potassium carbonate are added, and the mixture is stirred at 80° C. for 16 h. Conventional work-up gives 2.1 g of tetrakis[4-(5-heptyl-2-pyrimidyl)phenyloxymethyl]methane, m.p. 179°. Reactants: C(C)(C)(C)OC(=O)N(C)[C@H]1CNCC1 ((R)-3-[N-(tert-butoxycarbonyl)-N-methylamino]pyrrolidine), BrC1=CN=CC=2C=CC=C(C12)S(=O)(=O)Cl (4-bromo-5-isoquinolinesulfonyl chloride), FC1=CN=CC=2C=CC=C(C12)S(=O)(=O)Cl (4-fluoro-5-isoquinolinesulfonyl chloride), C(C)(C)(C)OC(=O)NC1CNCC1 (3-(tert-butoxycarbonylamino)pyrrolidine). The product is C(C)(C)(C)OC(=O)N(C)[C@H]1CN(CC1)S(=O)(=O)C=1C=2C(=CN=CC2C=CC1)F ((R)-3-[N-(tert-Butoxycarbonyl)-N-methylamino]-1-(4-fluoro-5-isoquinolinesulfonyl)pyrrolidine), FC1=CN=CC=2C=CC=C(C12)S(=O)(=O)N1C[C@@H](CC1)NC ((R)-1-(4-Fluoro-5-isoquinolinesulfonyl)-3-(methylamino)pyrrolidine), Cl (hydrochloride). RXN SMILES: [F:1][C:2]1[C:11]2[C:10]([S:12]([Cl:15])(=[O:14])=[O:13])=[CH:9][CH:8]=[CH:7][C:6]=2[CH:5]=[N:4][CH:3]=1.[C:16]([O:20][C:21]([N:23]([C@@H:25]1[CH2:29][CH2:28][NH:27][CH2:26]1)[CH3:24])=[O:22])([CH3:19])([CH3:18])[CH3:17].BrC1C2C(S(Cl)(=O)=O)=CC=CC=2C=NC=1.C(O[C:50]([NH:52][CH:53]1[CH2:57][CH2:56][NH:55][CH2:54]1)=O)(C)(C)C>>[C:16]([O:20][C:21]([N:23]([C@@H:25]1[CH2:29][CH2:28][N:27]([S:12]([C:10]2[C:11]3[C:2]([F:1])=[CH:3][N:4]=[CH:5][C:6]=3[CH:7]=[CH:8][CH:9]=2)(=[O:14])=[O:13])[CH2:26]1)[CH3:24])=[O:22])([CH3:19])([CH3:17])[CH3:18].[F:1][C:2]1[C:11]2[C:10]([S:12]([N:55]3[CH2:56][CH2:57][C@@H:53]([NH:52][CH3:50])[CH2:54]3)(=[O:14])=[O:13])=[CH:9][CH:8]=[CH:7][C:6]=2[CH:5]=[N:4][CH:3]=1.[ClH:15]. Procedure details: (R)-3-[N-(tert-Butoxycarbonyl)-N-methylamino]-1-(4-fluoro-5-isoquinolinesulfonyl)pyrrolidine (Intermediate 22b) is prepared by using 4-fluoro-5-isoquinolinesulfonyl chloride and (R)-3-[N-(tert-butoxycarbonyl)-N-methylamino]pyrrolidine in the method of Example 31, Step A instead of 4-bromo-5-isoquinolinesulfonyl chloride and 3-(tert-butoxycarbonylamino)pyrrolidine, respectively, and then used in the method of Example 31, Step B in a similar manner to obtain the title compound as hydrochloride. Reactants: CC(C)O, [Na+], c1ccc2c(c1)Sc1ccccc1N2CCOCCOC1CCCCO1, [OH-], O, O=S(=O)(O)O. Product: OCCOCCN1c2ccccc2Sc2ccccc21. Reaction SMILES: [CH3:27][CH:28]([OH:29])[CH3:30].[Na+:37].[O:1]1[CH2:2][CH2:3][CH2:4][CH2:5][CH:6]1[O:7][CH2:8][CH2:9][O:10][CH2:11][CH2:12][N:13]1[c:14]2[cH:15][cH:16][cH:17][cH:18][c:19]2[S:20][c:21]2[cH:22][cH:23][cH:24][cH:25][c:26]21.[OH-:36].[OH2:38].[S:31](=[O:32])(=[O:33])([OH:34])[OH:35]>>[OH:7][CH2:8][CH2:9][O:10][CH2:11][CH2:12][N:13]1[c:14]2[cH:15][cH:16][cH:17][cH:18][c:19]2[S:20][c:21]2[cH:22][cH:23][cH:24][cH:25][c:26]21.